This data is from the Open Reaction Database (ORD), a public repository of structured organic reaction records. The task is: describe an organic reaction: reactants, conditions, products, and yield Reactants: ClC1=CC(=CC(=N1)N(C)[C@@H](C)C1=CC=C(C=C1)F)C=1C=NN(C1)C ((S)-6-chloro-N-[1-(4-fluorophenyl)ethyl]-N-methyl-4-(1-methyl-1H-pyrazol-4-yl)pyridine-2-amine), NC1=NC=CN=C1 (2-aminopyrazine), C1(CCCCC1)P(C1=C(C=CC=C1)C1=C(C=C(C=C1C(C)C)C(C)C)C(C)C)C1CCCCC1 (2-dicyclohexylphosphino-2′,4′,6′-triisopropylbiphenyl), CC(C)([O-])C.[Na+] (sodium t-butoxide), tris(dibenzylideneacetone)(chloroform)dipalladium. Run in C1(=CC=CC=C1)C (toluene). Conditions: temperature 100 celsius, time 1 hour. Product: FC1=CC=C(C=C1)[C@H](C)N(C1=NC(=CC(=C1)C=1C=NN(C1)C)NC1=NC=CN=C1)C ((S)—N2-[1-(4-fluorophenyl)ethyl]-N2-methyl-4-(1-methyl-1H-pyrazol-4-yl)-N6-(pyrazin-2-yl)pyridine-2,6-diamine). Yield: 85.5%. Reaction SMILES: Cl[C:2]1[N:7]=[C:6]([N:8]([C@H:10]([C:12]2[CH:17]=[CH:16][C:15]([F:18])=[CH:14][CH:13]=2)[CH3:11])[CH3:9])[CH:5]=[C:4]([C:19]2[CH:20]=[N:21][N:22]([CH3:24])[CH:23]=2)[CH:3]=1.[NH2:25][C:26]1[CH:31]=[N:30][CH:29]=[CH:28][N:27]=1.C1(P(C2CCCCC2)C2C=CC=CC=2C2C(C(C)C)=CC(C(C)C)=CC=2C(C)C)CCCCC1.CC(C)([O-])C.[Na+]>C1(C)C=CC=CC=1>[F:18][C:15]1[CH:16]=[CH:17][C:12]([C@@H:10]([N:8]([CH3:9])[C:6]2[CH:5]=[C:4]([C:19]3[CH:20]=[N:21][N:22]([CH3:24])[CH:23]=3)[CH:3]=[C:2]([NH:25][C:26]3[CH:31]=[N:30][CH:29]=[CH:28][N:27]=3)[N:7]=2)[CH3:11])=[CH:13][CH:14]=1 |f:3.4|. Procedure details: 60 mg of (S)-6-chloro-N-[1-(4-fluorophenyl)ethyl]-N-methyl-4-(1-methyl-1H-pyrazol-4-yl)pyridine-2-amine, 18 mg of 2-aminopyrazine, 16 mg of 2-dicyclohexylphosphino-2′,4′,6′-triisopropylbiphenyl, 24 mg of sodium t-butoxide and 9 mg of tris(dibenzylideneacetone)(chloroform)dipalladium were added in turn to 2 ml of degassed toluene, and the mixture was stirred at 100° C. for 1 hour under argon atmosphere. The reaction solution was purified by silica gel column chromatography to obtain 60 mg of (S)—... Reactants: N,N-dimethylaminopyridine, C1=CC=NC(=C1)OC(=S)OC2=CC=CC=N2 (di-2-pyridyl thionocarbonate), NC1=CC=C2CCN(C2=C1C)C(=O)OC(C)(C)C (6-Amino-1-t-butoxycarbonyl-2,3-dihydro-7-methylindole). Run in C(Cl)Cl (methylene chloride), C(Cl)Cl (methylene chloride). Run at time 20 minute. Product: C(C)(C)(C)OC(=O)N1CCC2=CC=C(C(=C12)C)N=C=S (1-t-butoxycarbonyl-2,3-dihydro-6-isothiocyanato-7-methylindole). The yield is 95.4%. As a reaction SMILES: [NH2:1][C:2]1[C:10]([CH3:11])=[C:9]2[C:5]([CH2:6][CH2:7][N:8]2[C:12]([O:14][C:15]([CH3:18])([CH3:17])[CH3:16])=[O:13])=[CH:4][CH:3]=1.C1C=C(O[C:26](OC2N=CC=CC=2)=[S:27])N=CC=1>C(Cl)Cl>[C:15]([O:14][C:12]([N:8]1[C:9]2[C:5](=[CH:4][CH:3]=[C:2]([N:1]=[C:26]=[S:27])[C:10]=2[CH3:11])[CH2:6][CH2:7]1)=[O:13])([CH3:18])([CH3:17])[CH3:16]. Procedure details: 6-Amino-1-t-butoxycarbonyl-2,3-dihydro-7-methylindole (0.5 g, 2.13 mmol) is dissolved in methylene chloride (10 mL). To this solution is added N,N-dimethylaminopyridine (0.052 g, 0.42 mmol) and di-2-pyridyl thionocarbonate (0.496 g, 2.13 mmol). The solution is allowed to stir for 20 minutes. The solution is diluted with methylene chloride and washed first with four 75-mL portions of aqueous citric acid solution followed by three 100-mL portions of aqueous potassium carbonate. The organic extract...